This data is from the Open Reaction Database (ORD), a public repository of structured organic reaction records. The task is: describe an organic reaction: reactants, conditions, products, and yield Starting materials: COc1cc(C(=O)Cl)cc(OC)c1OC, ClC(Cl)Cl, CC(C)c1ccc2c(c1)C(N1CCN(CCO)CC1)Cc1ccc(F)cc1S2, O. Yields the product COc1cc(C(=O)OCCN2CCN(C3Cc4ccc(F)cc4Sc4ccc(C(C)C)cc43)CC2)cc(OC)c1OC. As a reaction SMILES: [CH3:29][O:30][c:31]1[cH:32][c:33]([C:34](=[O:35])[Cl:36])[cH:37][c:38]([O:42][CH3:43])[c:39]1[O:40][CH3:41].[CH:45]([Cl:46])([Cl:47])[Cl:48].[F:1][c:2]1[cH:3][cH:4][c:5]2[c:6]([cH:28]1)[S:7][c:8]1[c:9]([cH:21][c:22]([CH:25]([CH3:26])[CH3:27])[cH:23][cH:24]1)[CH:10]([N:12]1[CH2:13][CH2:14][N:15]([CH2:18][CH2:19][OH:20])[CH2:16][CH2:17]1)[CH2:11]2.[OH2:44]>>[F:1][c:2]1[cH:3][cH:4][c:5]2[c:6]([cH:28]1)[S:7][c:8]1[c:9]([cH:21][c:22]([CH:25]([CH3:26])[CH3:27])[cH:23][cH:24]1)[CH:10]([N:12]1[CH2:13][CH2:14][N:15]([CH2:18][CH2:19][O:20][C:34]([c:33]3[cH:32][c:31]([O:30][CH3:29])[c:39]([O:40][CH3:41])[c:38]([O:42][CH3:43])[cH:37]3)=[O:35])[CH2:16][CH2:17]1)[CH2:11]2. Reactants: ClC1=C2C=CC=NC2=C(C(=C1)C(C)=O)C1=CC(=CC=C1)F (1-[5-chloro-8-(3-fluorophenyl)quinolin-7-yl]ethanone), C(C)(=O)[O-].[NH4+] (ammonium acetate), C(#N)[BH3-].[Na+] (sodium cyanoborohydride), resultant mixture. Run in CO (methanol), C(C)#N (acetonitrile). Run at temperature 65 celsius. Yields the product ClC1=C2C=CC=NC2=C(C(=C1)C(C)N)C1=CC(=CC=C1)F (1-[5-chloro-8-(3-fluorophenyl)quinolin-7-yl]ethanamine). As a reaction SMILES: [Cl:1][C:2]1[CH:11]=[C:10]([C:12](=O)[CH3:13])[C:9]([C:15]2[CH:20]=[CH:19][CH:18]=[C:17]([F:21])[CH:16]=2)=[C:8]2[C:3]=1[CH:4]=[CH:5][CH:6]=[N:7]2.C([O-])(=O)C.[NH4+].C([BH3-])#[N:28].[Na+]>CO.C(#N)C>[Cl:1][C:2]1[CH:11]=[C:10]([CH:12]([NH2:28])[CH3:13])[C:9]([C:15]2[CH:20]=[CH:19][CH:18]=[C:17]([F:21])[CH:16]=2)=[C:8]2[C:3]=1[CH:4]=[CH:5][CH:6]=[N:7]2 |f:1.2,3.4|. Procedure: A mixture of 1-[5-chloro-8-(3-fluorophenyl)quinolin-7-yl]ethanone (76 mg, 0.25 mmol) and ammonium acetate (195 mg, 2.54 mmol) in methanol (1.4 mL) and acetonitrile (1.4 mL) was heated at 65° C. in a sealed tube for 30 minutes. After cooling, sodium cyanoborohydride (31.9 mg, 0.507 mmol) was added to the resultant mixture. The reaction was heated at 65° C. for another 4 hours, then cooled to room temperature, quenched with saturated sodium bicarbonate, and extracted with dichloromethane. The comb... The reactants are CC(Nc1nc(Cl)ncc1Br)C(C)(C)O, CC#N, Cl, CCOC(=O)N=S(C)(=O)c1ccc(N)cc1, C1COCCO1, O. Product: CCOC(=O)N=S(C)(=O)c1ccc(Nc2ncc(Br)c(NC(C)C(C)(C)O)n2)cc1. RXN SMILES: [Br:17][c:18]1[c:19]([NH:25][CH:26]([C:27]([CH3:28])([OH:29])[CH3:30])[CH3:31])[n:20][c:21]([Cl:24])[n:22][cH:23]1.[CH3:34][C:35]#[N:36].[ClH:33].[NH2:1][c:2]1[cH:3][cH:4][c:5]([S:8](=[O:9])(=[N:10][C:11](=[O:12])[O:13][CH2:14][CH3:15])[CH3:16])[cH:6][cH:7]1.[O:37]1[CH2:38][CH2:39][O:40][CH2:41][CH2:42]1.[OH2:32]>>[NH:1]([c:2]1[cH:3][cH:4][c:5]([S:8](=[O:9])(=[N:10][C:11](=[O:12])[O:13][CH2:14][CH3:15])[CH3:16])[cH:6][cH:7]1)[c:21]1[n:20][c:19]([NH:25][CH:26]([C:27]([CH3:28])([OH:29])[CH3:30])[CH3:31])[c:18]([Br:17])[cH:23][n:22]1. Reactants: BrC=1C(=C2C(=NC1)NC=C2NC(=O)C2=NC=C(N=C2)C)F (N-(5-bromo-4-fluoro-1H-pyrrolo[2,3-b]pyridin-3-yl)-5-methylpyrazine-2-carboxamide), N1C[C@@H](CCC1)NC(OC(C)(C)C)=O ((R)-tert-butyl piperidin-3-ylcarbamate). The solvent is CCCCO (n-BuOH). Yields the product BrC=1C(=C2C(=NC1)NC=C2NC(=O)C2=NC=C(N=C2)C)N2C[C@@H](CCC2)NC(OC(C)(C)C)=O ((R)-tert-butyl 1-(5-bromo-3-(5-methylpyrazine-2-carboxamido)-1H-pyrrolo[2,3-b]pyridin-4-yl)piperidin-3-ylcarbamate). Reaction SMILES: [Br:1][C:2]1[C:3](F)=[C:4]2[C:10]([NH:11][C:12]([C:14]3[CH:19]=[N:18][C:17]([CH3:20])=[CH:16][N:15]=3)=[O:13])=[CH:9][NH:8][C:5]2=[N:6][CH:7]=1.[NH:22]1[CH2:27][CH2:26][CH2:25][C@@H:24]([NH:28][C:29](=[O:35])[O:30][C:31]([CH3:34])([CH3:33])[CH3:32])[CH2:23]1>CCCCO>[Br:1][C:2]1[C:3]([N:22]2[CH2:27][CH2:26][CH2:25][C@@H:24]([NH:28][C:29](=[O:35])[O:30][C:31]([CH3:33])([CH3:32])[CH3:34])[CH2:23]2)=[C:4]2[C:10]([NH:11][C:12]([C:14]3[CH:19]=[N:18][C:17]([CH3:20])=[CH:16][N:15]=3)=[O:13])=[CH:9][NH:8][C:5]2=[N:6][CH:7]=1. Procedure: A mixture of N-(5-bromo-4-fluoro-1H-pyrrolo[2,3-b]pyridin-3-yl)-5-methylpyrazine-2-carboxamide (280 mg, 0.800 mmol) and (R)-tert-butyl piperidin-3-ylcarbamate (480 mg, 2.40 mmol) in n-BuOH (3 mL) was processed as described in Example 62, Step B, to provide crude (R)-tert-butyl 1-(5-bromo-3-(5-methylpyrazine-2-carboxamido)-1H-pyrrolo[2,3-b]pyridin-4-yl)piperidin-3-ylcarbamate without HPLC purification. Starting materials: [H-].[Na+] (NaH), C1OC2=C(O1)C=C(C(=C2)CCl)Cl (6-chloropiperonyl chloride), C(C)OC(=O)C=1NC2=CC=C(C=C2C1)OCC=C (5-allyloxyindole-2-carboxylic acid ethyl ester). The reagents and catalysts are [I-].C(CCC)[N+](CCCC)(CCCC)CCCC (tetrabutyl ammonium iodide). Solvent: CN(C)C=O (DMF). Conditions: time 1 hour. The product is C(C)OC(=O)C=1N(C2=CC=C(C=C2C1)OCC=C)CC1=CC2=C(OCO2)C=C1Cl (5-Allyloxy-1-[(6-chlorobenzo[1,3]dioxol-5-yl)methyl]-1H-indole-2-carboxylic Acid Ethyl Ester). Yield: 42.6%. Reaction SMILES: [H-].[Na+].[CH2:3]([O:5][C:6]([C:8]1[NH:9][C:10]2[C:15]([CH:16]=1)=[CH:14][C:13]([O:17][CH2:18][CH:19]=[CH2:20])=[CH:12][CH:11]=2)=[O:7])[CH3:4].[CH2:21]1[O:25][C:24]2[CH:26]=[C:27]([Cl:32])[C:28]([CH2:30]Cl)=[CH:29][C:23]=2[O:22]1>[I-].C([N+](CCCC)(CCCC)CCCC)CCC.CN(C=O)C>[CH2:3]([O:5][C:6]([C:8]1[N:9]([CH2:30][C:28]2[C:27]([Cl:32])=[CH:26][C:24]3[O:25][CH2:21][O:22][C:23]=3[CH:29]=2)[C:10]2[C:15]([CH:16]=1)=[CH:14][C:13]([O:17][CH2:18][CH:19]=[CH2:20])=[CH:12][CH:11]=2)=[O:7])[CH3:4] |f:0.1,4.5|. Reported procedure: To a mixture of NaH (60% suspension in mineral oil, 0.24 g, 6.12 mmol) and DMF (20 mL) was added 5-allyloxyindole-2-carboxylic acid ethyl ester (1.0 g, 4.08 mmol), from Example 1(d). After stirring at room temperature for 1 h, 6-chloropiperonyl chloride (0.84 g, 4.08 mmol) was added followed by the addition of tetrabutyl ammonium iodide (0.15 g, 0.41 mmol). The reaction was stirred at room temperature for 18 h. When the reaction was complete as indicated by TLC, the reaction mixture was partitio...